From a dataset of the Open Reaction Database (ORD), a public repository of structured organic reaction records. describe an organic reaction: reactants, conditions, products, and yield Starting materials: ClC1=C(C(=O)Cl)C=CC=C1C(F)(F)F (2-Chloro-3-(trifluoromethyl)benzoyl chloride), ClC1=C(C(=O)O)C=CC(=C1Cl)F (2,3-dichloro-4-fluorobenzoic acid), ClC1=C(C(=O)O)C=CC=C1C(F)(F)F (2-chloro-3-(trifluoromethyl)benzoic acid). The product is ClC1=C(C(=O)Cl)C=CC(=C1Cl)F (2,3-dichloro-4-fluorobenzoyl chloride). As a reaction SMILES: [Cl:1]C1C(C(F)(F)F)=CC=CC=1C(Cl)=O.[Cl:15][C:16]1[C:24]([Cl:25])=[C:23]([F:26])[CH:22]=[CH:21][C:17]=1[C:18](O)=[O:19].ClC1C(C(F)(F)F)=CC=CC=1C(O)=O>>[Cl:15][C:16]1[C:24]([Cl:25])=[C:23]([F:26])[CH:22]=[CH:21][C:17]=1[C:18]([Cl:1])=[O:19]. Procedure: The title compound was prepared in a manner analogous to Intermediate 12 substituting 2,3-dichloro-4-fluorobenzoic acid for 2-chloro-3-(trifluoromethyl)benzoic acid. Reactants: CCOC(=O)c1cn(CC)c2c(F)c(C=CCN=[N+]=[N-])c(F)cc2c1=O, Cl, C1CCOC1. The product is CCn1cc(C(=O)O)c(=O)c2cc(F)c(C=CCN=[N+]=[N-])c(F)c21. As a reaction SMILES: [CH2:2]([CH3:3])[n:4]1[cH:5][c:6]([C:23](=[O:24])[O:25][CH2:26][CH3:27])[c:7](=[O:22])[c:8]2[cH:9][c:10]([F:21])[c:11]([CH:15]=[CH:16][CH2:17][N:18]=[N+:19]=[N-:20])[c:12]([F:14])[c:13]12.[ClH:1].[O:28]1[CH2:29][CH2:30][CH2:31][CH2:32]1>>[CH2:2]([CH3:3])[n:4]1[cH:5][c:6]([C:23](=[O:24])[OH:25])[c:7](=[O:22])[c:8]2[cH:9][c:10]([F:21])[c:11]([CH:15]=[CH:16][CH2:17][N:18]=[N+:19]=[N-:20])[c:12]([F:14])[c:13]12.